This data is from the Open Reaction Database (ORD), a public repository of structured organic reaction records. The task is: describe an organic reaction: reactants, conditions, products, and yield Starting materials: O=C(n1ccnc1)n1ccnc1, CC(=O)OCC(C)(C)O, ClCCl. Product: CC(=O)OCC(C)(C)OC(=O)n1ccnc1. As a reaction SMILES: [C:10](=[O:11])([n:12]1[cH:13][n:14][cH:15][cH:16]1)[n:17]1[cH:18][cH:19][n:20][cH:21]1.[C:1]([CH3:2])(=[O:3])[O:4][CH2:5][C:6]([CH3:7])([CH3:8])[OH:9].[Cl:22][CH2:23][Cl:24]>>[C:1]([CH3:2])(=[O:3])[O:4][CH2:5][C:6]([CH3:7])([CH3:8])[O:9][C:10](=[O:11])[n:12]1[cH:13][n:14][cH:15][cH:16]1. Starting materials: BrCc1ccccc1, COC(=O)c1[nH]ccc1C, CN(C)C=O, [Cl-], [H-], [NH4+], [Na+]. The product is COC(=O)c1c(C)ccn1Cc1ccccc1. As a reaction SMILES: [Br:11][CH2:12][c:13]1[cH:14][cH:15][cH:16][cH:17][cH:18]1.[CH3:1][O:2][C:3](=[O:4])[c:5]1[nH:6][cH:7][cH:8][c:9]1[CH3:10].[CH3:23][N:24]([CH3:25])[CH:26]=[O:27].[Cl-:21].[H-:20].[NH4+:22].[Na+:19]>>[CH3:1][O:2][C:3](=[O:4])[c:5]1[n:6]([CH2:12][c:13]2[cH:14][cH:15][cH:16][cH:17][cH:18]2)[cH:7][cH:8][c:9]1[CH3:10]. The reactants are OCc1cncn1-c1ccc(F)cc1, C1CCOC1. Yields the product O=Cc1cncn1-c1ccc(F)cc1. As a reaction SMILES: [F:1][c:2]1[cH:3][cH:4][c:5](-[n:8]2[cH:9][n:10][cH:11][c:12]2[CH2:13][OH:14])[cH:6][cH:7]1.[O:15]1[CH2:16][CH2:17][CH2:18][CH2:19]1>>[F:1][c:2]1[cH:3][cH:4][c:5](-[n:8]2[cH:9][n:10][cH:11][c:12]2[CH:13]=[O:14])[cH:6][cH:7]1. Starting materials: C=CC1=CC=CC=C1 (styrene), C=CC1=CC=CC=C1 (styrene), (tert-butylamido)dimethyl(tetramethyl-η5-cyclopentadienyl)silane, FC1=C(C(=C(C(=C1B(C1=C(C(=C(C(=C1F)F)F)F)F)C1=C(C(=C(C(=C1F)F)F)F)F)F)F)F)F (Tris(pentafluorophenyl)boron), C=C (ethylene), [H][H] (hydrogen), C=CC1=CC=CC=C1 (styrene), C=C (ethylene), 3A, methylaluminoxane. Solvent: CCC(C)C (isopentane), C1CCCCC1 (cyclohexane). Yields the product C=C.C=CC1=CC=CC=C1 (Ethylene/Styrene). RXN SMILES: [CH2:1]=[CH:2][C:3]1[CH:8]=[CH:7][CH:6]=[CH:5][CH:4]=1.C=C.FC1C(B(C2C(F)=C(F)C(F)=C(F)C=2F)C2C(F)=C(F)C(F)=C(F)C=2F)=C(F)C(F)=C(F)C=1F.[H][H]>CCC(C)C.C1CCCCC1>[CH2:1]=[CH2:2].[CH2:1]=[CH:2][C:3]1[CH:8]=[CH:7][CH:6]=[CH:5][CH:4]=1 |f:6.7|. Procedure details: The polymer is prepared in a 400 gallon (1514 liter) agitated semi-continuous batch reactor. The reaction mixture consists of about 250 gallons (946 liter) of styrene and a solvent comprising a mixture of cyclohexane (85 weight percent) and isopentane (15 weight percent). Prior to addition, solvent, styrene and ethylene are purified to remove water and oxygen. The inhibitor in the styrene is also removed. Inerts are removed by purging the vessel with ethylene. The vessel is then pressure control... Reactants: CC(C)=O, O=C(Cl)C1CCCC1, [N-]=C=S, Cc1cc2c(cn1)cc(-c1cc(N)ccc1C)c(=O)n2C, [NH4+]. Product: Cc1cc2c(cn1)cc(-c1cc(NC(=S)NC(=O)C3CCCC3)ccc1C)c(=O)n2C. RXN SMILES: [CH3:34][C:35](=[O:36])[CH3:37].[CH:1]1([C:6](=[O:7])[Cl:8])[CH2:2][CH2:3][CH2:4][CH2:5]1.[N-:9]=[C:10]=[S:11].[NH2:13][c:14]1[cH:15][cH:16][c:17]([CH3:33])[c:18](-[c:20]2[c:21](=[O:32])[n:22]([CH3:31])[c:23]3[cH:24][c:25]([CH3:30])[n:26][cH:27][c:28]3[cH:29]2)[cH:19]1.[NH4+:12]>>[CH:1]1([C:6](=[O:7])[NH:9][C:10](=[S:11])[NH:13][c:14]2[cH:15][cH:16][c:17]([CH3:33])[c:18](-[c:20]3[c:21](=[O:32])[n:22]([CH3:31])[c:23]4[cH:24][c:25]([CH3:30])[n:26][cH:27][c:28]4[cH:29]3)[cH:19]2)[CH2:2][CH2:3][CH2:4][CH2:5]1. The reactants are COC(=O)c1cccc(CBr)c1, CC(C)=O, NC(N)=S. Yields the product COC(=O)c1cccc(CS)c1. As a reaction SMILES: [Br:1][CH2:2][c:3]1[cH:4][c:5]([C:6](=[O:7])[O:8][CH3:9])[cH:10][cH:11][cH:12]1.[CH3:17][C:18](=[O:19])[CH3:20].[NH2:13][C:14]([NH2:15])=[S:16]>>[CH2:2]([c:3]1[cH:4][c:5]([C:6](=[O:7])[O:8][CH3:9])[cH:10][cH:11][cH:12]1)[SH:16]. Reactants: O=C(Cl)c1ccccc1, O=C([O-])[O-], COC(=O)C(C)c1ccc2c(c1)OCO2, Cl[Sn](Cl)(Cl)Cl, ClCCl, [Na+], [Na+]. The product is COC(=O)C(C)c1cc2c(cc1C(=O)c1ccccc1)OCO2. Reaction SMILES: [C:21]([c:22]1[cH:23][cH:24][cH:25][cH:26][cH:27]1)(=[O:28])[Cl:29].[C:30](=[O:31])([O-:32])[O-:33].[CH2:1]1[O:2][c:3]2[cH:4][c:5]([CH:10]([C:11](=[O:12])[O:13][CH3:14])[CH3:15])[cH:6][cH:7][c:8]2[O:9]1.[Cl:16][Sn:17]([Cl:18])([Cl:19])[Cl:20].[Cl:36][CH2:37][Cl:38].[Na+:34].[Na+:35]>>[CH2:1]1[O:2][c:3]2[cH:4][c:5]([CH:10]([C:11](=[O:12])[O:13][CH3:14])[CH3:15])[c:6]([C:21]([c:22]3[cH:23][cH:24][cH:25][cH:26][cH:27]3)=[O:28])[cH:7][c:8]2[O:9]1. Reactants: CS(C)=O, N#C[Na], O, Cc1ccc(S(=O)(=O)N2CC(CBr)=C(CBr)C2)cc1. Product: Cc1ccc(S(=O)(=O)N2CC(CBr)=C(CC#N)C2)cc1. RXN SMILES: [CH3:24][S:25]([CH3:26])=[O:27].[Na:20][C:21]#[N:22].[OH2:23].[c:1]1([CH3:19])[cH:2][cH:3][c:4]([S:7](=[O:8])(=[O:9])[N:10]2[CH2:11][C:12]([CH2:17][Br:18])=[C:13]([CH2:15][Br:16])[CH2:14]2)[cH:5][cH:6]1>>[c:1]1([CH3:19])[cH:2][cH:3][c:4]([S:7](=[O:8])(=[O:9])[N:10]2[CH2:11][C:12]([CH2:17][C:21]#[N:22])=[C:13]([CH2:15][Br:16])[CH2:14]2)[cH:5][cH:6]1.